From a dataset of the Open Reaction Database (ORD), a public repository of structured organic reaction records. describe an organic reaction: reactants, conditions, products, and yield Yields the product C(C)OC(=O)C=1C(NC2=CSC=C2C1N1CCN(CC1)C(=O)OC(C)(C)C)=O (7-(4-tert-butoxycarbonyl-piperazin-1-yl)-5-oxo-4,5-dihydro-2-thia-4-aza-indene-6-carboxylic acid ethyl ester). RXN SMILES: C(OC([C:6]1[S:7][CH:8]=[C:9]2[C:14]=1[NH:13][C:12](=[O:15])[CH:11]=[C:10]2Cl)=O)C.[C:17]([O:21][C:22]([N:24]1[CH2:29][CH2:28][NH:27][CH2:26][CH2:25]1)=[O:23])([CH3:20])([CH3:19])[CH3:18]>>[CH2:17]([O:21][C:22]([C:11]1[C:12](=[O:15])[NH:13][C:14]2[C:9]([C:10]=1[N:27]1[CH2:28][CH2:29][N:24]([C:22]([O:21][C:17]([CH3:20])([CH3:18])[CH3:19])=[O:23])[CH2:25][CH2:26]1)=[CH:8][S:7][CH:6]=2)=[O:23])[CH3:18]. Procedure details: In another method, intermediate 7-chloro-5-oxo-4,5-dihydro-2-thia-4-aza-indene-3-carboxylic acid ethyl ester, depicted by formula (25), was reacted with tert-butyl-1-piperazine carboxylate to yield 7-(4-tert-butoxycarbonyl-piperazin-1-yl)-5-oxo-4,5-dihydro-2-thia-4-aza-indene-6-carboxylic acid ethyl ester, depicted by formula (28). This intermediate was either reacted with an appropriate halide (R1—X) or boronic acid (R1—B(OH)2) to yield an intermediate of structure (29), which was deprotected a... Reactants: C(C)OC(=O)C=1SC=C2C(=CC(NC12)=O)Cl (7-chloro-5-oxo-4,5-dihydro-2-thia-4-aza-indene-3-carboxylic acid ethyl ester), ( 25 ), C(C)(C)(C)OC(=O)N1CCNCC1 (tert-butyl-1-piperazine carboxylate). Reactants: ClC1=CC(=NC2=CC=C(C=C12)Cl)C1=CC=C(C=C1)Cl (4,6-dichloro-2-(4-chlorophenyl)quinoline), N1CCC(C(=O)N)CC1 (isonipecotamide), C1(=CC=CC=C1)O (phenol). Solvent: O (water). Yields the product ClC=1C=C2C(=CC(=NC2=CC1)C1=CC=C(C=C1)Cl)N1CCC(CC1)C(=O)N (1-[6-chloro-2-(4-chlorophenyl)-4-quinolinyl]-4-piperidinecarboxamide). RXN SMILES: Cl[C:2]1[C:11]2[C:6](=[CH:7][CH:8]=[C:9]([Cl:12])[CH:10]=2)[N:5]=[C:4]([C:13]2[CH:18]=[CH:17][C:16]([Cl:19])=[CH:15][CH:14]=2)[CH:3]=1.[NH:20]1[CH2:28][CH2:27][CH:23]([C:24]([NH2:26])=[O:25])[CH2:22][CH2:21]1.C1(O)C=CC=CC=1>O>[Cl:12][C:9]1[CH:10]=[C:11]2[C:6](=[CH:7][CH:8]=1)[N:5]=[C:4]([C:13]1[CH:18]=[CH:17][C:16]([Cl:19])=[CH:15][CH:14]=1)[CH:3]=[C:2]2[N:20]1[CH2:28][CH2:27][CH:23]([C:24]([NH2:26])=[O:25])[CH2:22][CH2:21]1. Reported procedure: A mixture of 3.1 g of 4,6-dichloro-2-(4-chlorophenyl)quinoline, 2.56 g (20 mmol) of isonipecotamide, and 10 g of phenol was stirred and heated in an oil bath at 160°-170° for 4 hr. It was then cooled and diluted with water. It was made alkaline with 3N sodium hydroxide, and crystallization was induced by the addition of ether and scratching. The solid was collected and washed with ether to give 2.45 g of crude product. Recrystallization from ethanol gave the above-named compound as off-white pri... The reactants are Nc1ccccc1N1CCN(Cc2ccccc2)CC1, ClCCCl, CS(=O)(=O)Cl, [Na+], O=C([O-])O, c1ccncc1. Yields the product CS(=O)(=O)Nc1ccccc1N1CCN(Cc2ccccc2)CC1. RXN SMILES: [CH2:1]([c:2]1[cH:3][cH:4][cH:5][cH:6][cH:7]1)[N:8]1[CH2:9][CH2:10][N:11]([c:14]2[c:15]([NH2:20])[cH:16][cH:17][cH:18][cH:19]2)[CH2:12][CH2:13]1.[CH2:37]([Cl:38])[CH2:39][Cl:40].[CH3:27][S:28]([Cl:29])(=[O:30])=[O:31].[Na+:36].[O-:32][C:33]([OH:34])=[O:35].[cH:21]1[cH:22][cH:23][n:24][cH:25][cH:26]1>>[CH2:1]([c:2]1[cH:3][cH:4][cH:5][cH:6][cH:7]1)[N:8]1[CH2:9][CH2:10][N:11]([c:14]2[c:15]([NH:20][S:28]([CH3:27])(=[O:30])=[O:31])[cH:16][cH:17][cH:18][cH:19]2)[CH2:12][CH2:13]1. Reactants: BrC=1SC(=CC1)C#N (2-bromo-5-cyanothiophene), COC1=CC=C(C=C1)B(O)O (4-methoxyphenyl boronic acid), C([O-])([O-])=O.[Na+].[Na+] (sodium carbonate), Cl (Hydrochloric acid). The reagents and catalysts are C=1C=CC(=CC1)[P](C=2C=CC=CC2)(C=3C=CC=CC3)[Pd]([P](C=4C=CC=CC4)(C=5C=CC=CC5)C=6C=CC=CC6)([P](C=7C=CC=CC7)(C=8C=CC=CC8)C=9C=CC=CC9)[P](C=1C=CC=CC1)(C=1C=CC=CC1)C=1C=CC=CC1 (tetrakis(triphenylphosphine)palladium). Solvent: C(OC)COC (dimethoxyethane). Yields the product C(#N)C=1SC(=CC1)C1=CC=C(C=C1)OC (2-cyano-5-(4-methoxyphenyl)thiophene). The yield is 80.2%. RXN SMILES: Br[C:2]1[S:3][C:4]([C:7]#[N:8])=[CH:5][CH:6]=1.[CH3:9][O:10][C:11]1[CH:16]=[CH:15][C:14](B(O)O)=[CH:13][CH:12]=1.C(=O)([O-])[O-].[Na+].[Na+].Cl>C1C=CC([P]([Pd]([P](C2C=CC=CC=2)(C2C=CC=CC=2)C2C=CC=CC=2)([P](C2C=CC=CC=2)(C2C=CC=CC=2)C2C=CC=CC=2)[P](C2C=CC=CC=2)(C2C=CC=CC=2)C2C=CC=CC=2)(C2C=CC=CC=2)C2C=CC=CC=2)=CC=1.C(COC)OC>[C:7]([C:4]1[S:3][C:2]([C:14]2[CH:15]=[CH:16][C:11]([O:10][CH3:9])=[CH:12][CH:13]=2)=[CH:6][CH:5]=1)#[N:8] |f:2.3.4,^1:30,32,51,70|. Reported procedure: A solution of 2-bromo-5-cyanothiophene (4.9 g), 4-methoxyphenyl boronic acid (4.7 g), 2M aqueous sodium carbonate solution (80 cm3), tetrakis(triphenylphosphine)palladium (0) (0.4 g) and dimethoxyethane (80 cm3) was heated under reflux for 6 h under an atmosphere of nitrogen. 20% Hydrochloric acid (200 cm3) was added and the resultant mixture extracted with diethyl ether (5×100 cm3). The combined organic layers were washed with 20% hydrochloric acid (1×100 cm3), brine (2×100 cm3) and then dried ... The reactants are ClC1=CC(=NC2=CC=C(C=C12)C)N1CCS(C2=C(C1)C=CC=C2)=O (4-(4-chloro-6-methylquinolin-2-yl)-2,3,4,5-tetrahydro-1,4-benzothiazepine 1-oxide), CC1(OCC(O1)CN)C (1-(2,2-dimethyl-1,3-dioxolan-4-yl)methanamine). The product is CC=1C=C2C(=CC(=NC2=CC1)N1CCS(C2=C(C1)C=CC=C2)=O)NCC(CO)O (3-{[6-Methyl-2-(1-oxido-2,3-dihydro-1,4-benzothiazepin-4(5H)-yl)quinolin-4-yl]amino}propane-1,2-diol). As a reaction SMILES: Cl[C:2]1[C:11]2[C:6](=[CH:7][CH:8]=[C:9]([CH3:12])[CH:10]=2)[N:5]=[C:4]([N:13]2[CH2:19][C:18]3[CH:20]=[CH:21][CH:22]=[CH:23][C:17]=3[S:16](=[O:24])[CH2:15][CH2:14]2)[CH:3]=1.CC1(C)[O:30][CH:29]([CH2:31][NH2:32])[CH2:28][O:27]1>>[CH3:12][C:9]1[CH:10]=[C:11]2[C:6](=[CH:7][CH:8]=1)[N:5]=[C:4]([N:13]1[CH2:19][C:18]3[CH:20]=[CH:21][CH:22]=[CH:23][C:17]=3[S:16](=[O:24])[CH2:15][CH2:14]1)[CH:3]=[C:2]2[NH:32][CH2:31][CH:29]([OH:30])[CH2:28][OH:27]. Procedure: The title compound was prepared in analogy to Example 32-1 in Scheme 5 by using 4-(4-chloro-6-methylquinolin-2-yl)-2,3,4,5-tetrahydro-1,4-benzothiazepine 1-oxide (prepared in analogy to the one in Example 18-1) and 1-(2,2-dimethyl-1,3-dioxolan-4-yl)methanamine. MS obsd. (ESI+) [(M+H)+] 412, 1H NMR (400 MHz, CD3OD) δ ppm 7.78 (d, J=7.33 Hz, 1 H), 7.74 (dd, J=7.58, 1.26 Hz, 1 H), 7.62 (s, 1 H), 7.55-7.39 (m, 3 H), 7.33 (dd, J=8.34, 1.52 Hz, 1 H), 6.13 (s, 1 H), 5.24 (dd, J=16.04, 2.91 Hz, 2 H), 4.... The reactants are NC1=C(SC=2C1=NC(=CC2)Cl)C(=O)OC (methyl 3-amino-5-chloro-thieno[3,2-b]pyridine-2-carboxylate), C(=O)([O-])[O-].[K+].[K+] (K2CO3), Example 5A, C(C)B(C=1C=NC=CC1)CC (diethyl 3-pyridyl-borane). Reagents/catalysts: C1=CC=C(C=C1)P([C-]2C=CC=C2)C3=CC=CC=C3.C1=CC=C(C=C1)P([C-]2C=CC=C2)C3=CC=CC=C3.Cl[Pd]Cl.[Fe+2] (Pd(dppf)Cl2). Run in CN(C)C=O (DMF). Conditions: temperature 95 celsius. The product is NC1=C(SC=2C1=NC(=CC2)C=2C=NC=CC2)C(=O)OC (Methyl 3-amino-5-(3-pyridyl)thieno[3,2-b]pyridine-2-carboxylate). Yield: 81.0%. Reaction SMILES: [NH2:1][C:2]1[C:6]2=[N:7][C:8](Cl)=[CH:9][CH:10]=[C:5]2[S:4][C:3]=1[C:12]([O:14][CH3:15])=[O:13].C(B(CC)[C:19]1[CH:20]=[N:21][CH:22]=[CH:23][CH:24]=1)C.C([O-])([O-])=O.[K+].[K+]>CN(C=O)C.C1C=CC(P(C2C=CC=CC=2)[C-]2C=CC=C2)=CC=1.C1C=CC(P(C2C=CC=CC=2)[C-]2C=CC=C2)=CC=1.Cl[Pd]Cl.[Fe+2]>[NH2:1][C:2]1[C:6]2=[N:7][C:8]([C:19]3[CH:20]=[N:21][CH:22]=[CH:23][CH:24]=3)=[CH:9][CH:10]=[C:5]2[S:4][C:3]=1[C:12]([O:14][CH3:15])=[O:13] |f:2.3.4,6.7.8.9|. Procedure: A solution of the methyl 3-amino-5-chloro-thieno[3,2-b]pyridine-2-carboxylate prepared as described in Example 5A (0.252 g), diethyl 3-pyridyl-borane (0.155 g), Pd(dppf)Cl2 (0.082 g) and K2CO3 (420 mg) in degassed DMF (5 mL) was heated to 95° C. for 1.5 h, cooled, quenched in sat'd NH4Cl, the solid precipitate collected and chromatographed 9:1 hexane/EtOAc to give 0.24 g (81%) of the title compound: 1H NMR (300MHz, CDCl3) δ 3.95 (3H, s), 6.30 (2H, br s), 7.45 (1H, dd), 7.86 (1H, d), 8.19 (1H, d)... Reactants: Cc1ccccc1C(=O)Nc1ccc(C(=O)N2CCSc3ccccc32)cc1, CO, [O-][I+3]([O-])([O-])[O-], [Na+], O. The product is Cc1ccccc1C(=O)Nc1ccc(C(=O)N2CCS(=O)c3ccccc32)cc1. RXN SMILES: [CH3:1][c:2]1[c:3]([C:4](=[O:5])[NH:6][c:7]2[cH:8][cH:9][c:10]([C:11](=[O:12])[N:13]3[CH2:14][CH2:15][S:16][c:17]4[c:18]3[cH:19][cH:20][cH:21][cH:22]4)[cH:23][cH:24]2)[cH:25][cH:26][cH:27][cH:28]1.[CH3:35][OH:36].[I+3:29]([O-:30])([O-:31])([O-:32])[O-:33].[Na+:34].[OH2:37]>>[CH3:1][c:2]1[c:3]([C:4](=[O:5])[NH:6][c:7]2[cH:8][cH:9][c:10]([C:11](=[O:12])[N:13]3[CH2:14][CH2:15][S:16](=[O:30])[c:17]4[c:18]3[cH:19][cH:20][cH:21][cH:22]4)[cH:23][cH:24]2)[cH:25][cH:26][cH:27][cH:28]1.